The task is: describe an organic reaction: reactants, conditions, products, and yield. This data is from the Open Reaction Database (ORD), a public repository of structured organic reaction records. Starting materials: C(C)(=O)NC1=C(C=C(C=C1)S(=O)CCC)[N+](=O)[O-] (1-acetamido-2-nitro-4-n-propylsulfinylbenzene), [OH-].[Na+] (sodium hydroxide), CO (methanol). The solvent is O (water). The product is NC1=C(C=C(C=C1)S(=O)CCC)[N+](=O)[O-] (1-amino-2-nitro-4-n-propylsulfinylbenzene). Reaction SMILES: C([NH:4][C:5]1[CH:10]=[CH:9][C:8]([S:11]([CH2:13][CH2:14][CH3:15])=[O:12])=[CH:7][C:6]=1[N+:16]([O-:18])=[O:17])(=O)C.[OH-].[Na+].CO>O>[NH2:4][C:5]1[CH:10]=[CH:9][C:8]([S:11]([CH2:13][CH2:14][CH3:15])=[O:12])=[CH:7][C:6]=1[N+:16]([O-:18])=[O:17] |f:1.2|. Procedure details: 1.5 G. of 1-acetamido-2-nitro-4-n-propylsulfinylbenzene is treated with 3 ml. of 5N sodium hydroxide solution and sufficient methanol to effect solution. After heating on a steam bath for 15 minutes, the mixture is diluted with water, cooled and filtered, yielding 1-amino-2-nitro-4-n-propylsulfinylbenzene. Procedure details: In another aspect the invention relates to a process for preparing 2-(5-(4-(2-morpholinoethoxy)phenyl)pyridin-2-yl)-N-benzylacetamide mesylate comprising the steps of: (1) reacting 4-(2-chloroethyl)morpholine with 4-bromophenol to yield 4-(2-(4-bromophenoxy)ethyl)morpholine; (2) coupling 4-(2-(4-bromophenoxy)ethyl)morpholine with 6-fluoropyridin-3-yl-3-boronic acid to yield 4-(2-(4-(6-fluoropyridin-3-yl)phenoxy)ethyl)morpholine; (3) reacting 4-(2-(4-(6-fluoropyridin-3-yl)phenoxy)ethyl)morpholine... Reactants: O1CCN(CC1)CCOC1=CC=C(C=C1)C=1C=CC(=NC1)CC#N (2-(5-(4-(2-morpholinoethoxy)phenyl)pyridin-2-yl)acetonitrile), O1CCN(CC1)CCOC1=CC=C(C=C1)C=1C=CC(=NC1)CC(=O)NCC1=CC=CC=C1 (2-(5-(4-(2-morpholinoethoxy)phenyl)pyridin-2-yl)-N-benzylacetamide), CS(=O)(=O)O (methane sulfonic acid). Reaction SMILES: O1CCN(CCOC2C=CC(C3C=CC(CC#N)=NC=3)=CC=2)CC1.[O:25]1[CH2:30][CH2:29][N:28]([CH2:31][CH2:32][O:33][C:34]2[CH:39]=[CH:38][C:37]([C:40]3[CH:41]=[CH:42][C:43]([CH2:46][C:47]([NH:49][CH2:50][C:51]4[CH:56]=[CH:55][CH:54]=[CH:53][CH:52]=4)=[O:48])=[N:44][CH:45]=3)=[CH:36][CH:35]=2)[CH2:27][CH2:26]1.[CH3:57][S:58]([OH:61])(=[O:60])=[O:59]>>[S:58]([OH:61])(=[O:60])(=[O:59])[CH3:57].[O:25]1[CH2:26][CH2:27][N:28]([CH2:31][CH2:32][O:33][C:34]2[CH:35]=[CH:36][C:37]([C:40]3[CH:41]=[CH:42][C:43]([CH2:46][C:47]([NH:49][CH2:50][C:51]4[CH:56]=[CH:55][CH:54]=[CH:53][CH:52]=4)=[O:48])=[N:44][CH:45]=3)=[CH:38][CH:39]=2)[CH2:29][CH2:30]1 |f:3.4|. Yields the product S(C)(=O)(=O)O.O1CCN(CC1)CCOC1=CC=C(C=C1)C=1C=CC(=NC1)CC(=O)NCC1=CC=CC=C1 (2-(5-(4-(2-morpholinoethoxy)phenyl)pyridin-2-yl)-N-benzylacetamide mesylate). Reactants: COCCC(=O)NN (3-methoxypropanehydrazide), C1(CCC1)C1=CC(=C(C(=O)N2CCC(CC2)C2=CC=C(C#N)C=C2)C=C1C1=NN=C(N1)C)C (4-(1-(4-cyclobutyl-2-methyl-5-(5-methyl-4H-1,2,4-triazol-3-yl)benzoyl)piperidin-4-yl)benzonitrile), C1(CCC1)C1=CC(=C(C(=O)N2CCC(CC2)C2=CC=C(C#N)C=C2)C=C1C1=NN=C(N1)C)C (4-(1-(4-cyclobutyl-2-methyl-5-(5-methyl-4H-1,2,4-triazol-3-yl)benzoyl)piperidin-4-yl)benzonitrile), COCCC(=O)NN (3-methoxypropanehydrazide). Product: C1(CCC1)C1=CC(=C(C(=O)N2CCC(CC2)C2=CC=C(C#N)C=C2)C=C1C1=NN=C(N1)CCOC)C (4-(1-(4-Cyclobutyl-5-(5-(2-methoxyethyl)-4H-1,2,4-triazol-3-yl)-2-methylbenzoyl)piperidin-4-yl)benzonitrile). Reaction SMILES: [CH:1]1([C:5]2[C:26]([C:27]3[NH:31][C:30]([CH3:32])=[N:29][N:28]=3)=[CH:25][C:8]([C:9]([N:11]3[CH2:16][CH2:15][CH:14]([C:17]4[CH:24]=[CH:23][C:20]([C:21]#[N:22])=[CH:19][CH:18]=4)[CH2:13][CH2:12]3)=[O:10])=[C:7]([CH3:33])[CH:6]=2)[CH2:4][CH2:3][CH2:2]1.[CH3:34][O:35][CH2:36]CC(NN)=O>>[CH:1]1([C:5]2[C:26]([C:27]3[NH:31][C:30]([CH2:32][CH2:34][O:35][CH3:36])=[N:29][N:28]=3)=[CH:25][C:8]([C:9]([N:11]3[CH2:12][CH2:13][CH:14]([C:17]4[CH:24]=[CH:23][C:20]([C:21]#[N:22])=[CH:19][CH:18]=4)[CH2:15][CH2:16]3)=[O:10])=[C:7]([CH3:33])[CH:6]=2)[CH2:4][CH2:3][CH2:2]1. Reported procedure: The title compound was prepared using standard chemical manipulations and procedures similar to those used for the preparation of 4-(1-(4-cyclobutyl-2-methyl-5-(5-methyl-4H-1,2,4-triazol-3-yl)benzoyl)piperidin-4-yl)benzonitrile (compound 152), but using 3-methoxypropanehydrazide (compound 143.1) in place of acetohydrazide. m/z (ES+) 484 (M+H)+, 967 (2M+H)+. 1H NMR (400 MHz, Chloroform-d) δ 11.50-11.33 (br s, 1H), 7.66-7.44 (m, 3H), 7.33-7.27 (m, 3H), 4.98 (d, 1H), 4.24-4.12 (m, 1H), 3.78 (t, 2H)...